From a dataset of the Open Reaction Database (ORD), a public repository of structured organic reaction records. describe an organic reaction: reactants, conditions, products, and yield The product is CC(C#N)c1ccc(O)c(NC(=O)Cc2ccccc2)c1. RXN SMILES: [NH2:11][c:12]1[cH:13][c:14]([CH:19]([C:20]#[N:21])[CH3:22])[cH:15][cH:16][c:17]1[OH:18].[c:1]1([CH2:7][C:8](=[O:9])[Cl:10])[cH:2][cH:3][cH:4][cH:5][cH:6]1.[cH:23]1[cH:24][cH:25][n:26][cH:27][cH:28]1>>[c:1]1([CH2:7][C:8](=[O:9])[NH:11][c:12]2[cH:13][c:14]([CH:19]([C:20]#[N:21])[CH3:22])[cH:15][cH:16][c:17]2[OH:18])[cH:2][cH:3][cH:4][cH:5][cH:6]1. Reactants: CC(C#N)c1ccc(O)c(N)c1, O=C(Cl)Cc1ccccc1, c1ccncc1. Reactants: C1(=CC=CC=C1)C1CCN(CC1)CCCCNC(=O)C1=CC2=CN=C3C=CC=C(S1)N32 (N-[4-(4-phenylpiperidin-1-yl)butan-1-yl]-5-thia-1,8b-diazaacenaphthylene-4-carboxamide), Cl.CO (HCl methanol). The solvent is C(C)O (ethanol). Yields the product Cl.Cl.C1(=CC=CC=C1)C1CCN(CC1)CCCCNC(=O)C1=CC2=CN=C3C=CC=C(S1)N32 (N-[4-(4-phenylpiperidin-1-yl)butan-1-yl]-5-thia-1,8b-diazaacenaphthylene-4-carboxamide Dihydrochloride). As a reaction SMILES: [C:1]1([CH:7]2[CH2:12][CH2:11][N:10]([CH2:13][CH2:14][CH2:15][CH2:16][NH:17][C:18]([C:20]3[S:30][C:29]4[N:31]5[C:22](=[CH:23][N:24]=[C:25]5[CH:26]=[CH:27][CH:28]=4)[CH:21]=3)=[O:19])[CH2:9][CH2:8]2)[CH:6]=[CH:5][CH:4]=[CH:3][CH:2]=1.[ClH:32].CO>C(O)C>[ClH:32].[ClH:32].[C:1]1([CH:7]2[CH2:12][CH2:11][N:10]([CH2:13][CH2:14][CH2:15][CH2:16][NH:17][C:18]([C:20]3[S:30][C:29]4[N:31]5[C:22](=[CH:23][N:24]=[C:25]5[CH:26]=[CH:27][CH:28]=4)[CH:21]=3)=[O:19])[CH2:9][CH2:8]2)[CH:6]=[CH:5][CH:4]=[CH:3][CH:2]=1 |f:1.2,4.5.6|. Procedure: To a solution of 1.76 g (4.07 mM) of N-[4-(4-phenylpiperidin-1-yl)butan-1-yl]-5-thia-1,8b-diazaacenaphthylene-4-carboxamide in ethanol (15 ml) was added 6 ml (24 mM) of 4N-HCl/methanol at room temperature and the mixture was stirred at the same temperature for several minutes. The solvent was then distilled off under reduced pressure and diethyl ether was added to the residue. The resulting crystals were collected by filtration and rinsed with diethyl ether to provide the title compound as orang... Starting materials: [OH-].[Na+] (sodium hydroxide), C(C)O (Ethanol), Cl.C(C1=CC=CC=C1)(=N)N (Benzamidine hydrochloride), C(C)OC(C1=CC=CC=C1)=O (ethylbenzoate). Run in O (H2O), O (H2O). Reaction conditions: time 8 hour. Yields the product C1(=CC=CC=C1)C1=NC(=CC(N1)=O)C1=CC=CC=C1 (2,6-Diphenyl-3H-pyrimidin-4-one). The yield is 57.0%. RXN SMILES: Cl.[C:2]([NH2:10])(=[NH:9])[C:3]1[CH:8]=[CH:7][CH:6]=[CH:5][CH:4]=1.[OH-].[Na+].C(O[C:16](=O)[C:17]1[CH:22]=[CH:21][CH:20]=[CH:19][CH:18]=1)C.[CH2:24]([OH:26])[CH3:25]>O>[C:3]1([C:2]2[NH:10][C:24](=[O:26])[CH:25]=[C:16]([C:17]3[CH:18]=[CH:19][CH:20]=[CH:21][CH:22]=3)[N:9]=2)[CH:8]=[CH:7][CH:6]=[CH:5][CH:4]=1 |f:0.1,2.3|. Procedure: Benzamidine hydrochloride (3.9 g, 24.9 mmol) was dissolved in a minimal amount of H2O (10 mL), to this was added sodium hydroxide pellets (1.0 g, 24.9 mmol, 1 eq.) dissolved in H2O (2 mL), followed by ethylbenzoate (4.53 mL, 26.1 mmol, 1.05 eq.). Ethanol was then added until a clear solution was obtained. The reaction mixture was then allowed to stir at room temperature overnight yielding a thick suspension, which was then filtered to give a white solid. After washing with diethyl ether to remov...